Dataset: the Open Reaction Database (ORD), a public repository of structured organic reaction records. Task: describe an organic reaction: reactants, conditions, products, and yield Starting materials: BrCCCCBr, CCCC[N+](CCCC)(CCCC)CCCC, CN(C(=O)Oc1ccc(F)c(F)c1)C1CCC(O)CC1, [Na+], [OH-], O=S(=O)([O-])O. Yields the product CN(C(=O)Oc1ccc(F)c(F)c1)C1CCC(OCCCCBr)CC1. Reaction SMILES: [Br:23][CH2:24][CH2:25][CH2:26][CH2:27][Br:28].[CH2:34]([N+:35]([CH2:36][CH2:37][CH2:38][CH3:39])([CH2:40][CH2:41][CH2:42][CH3:43])[CH2:44][CH2:45][CH2:46][CH3:47])[CH2:48][CH2:49][CH3:50].[F:1][c:2]1[cH:3][c:4]([O:9][C:10]([N:11]([CH3:12])[CH:13]2[CH2:14][CH2:15][CH:16]([OH:19])[CH2:17][CH2:18]2)=[O:20])[cH:5][cH:6][c:7]1[F:8].[Na+:22].[OH-:21].[S:29]([O-:30])([OH:31])(=[O:32])=[O:33]>>[F:1][c:2]1[cH:3][c:4]([O:9][C:10]([N:11]([CH3:12])[CH:13]2[CH2:14][CH2:15][CH:16]([O:19][CH2:27][CH2:26][CH2:25][CH2:24][Br:23])[CH2:17][CH2:18]2)=[O:20])[cH:5][cH:6][c:7]1[F:8]. Reactants: CC(C)(C)OC(=O)Nc1cc(Cl)c(C(F)(F)F)cc1[N+](=O)[O-], CC(C)CN, CS(C)=O. The product is CC(C)CNc1cc(NC(=O)OC(C)(C)C)c([N+](=O)[O-])cc1C(F)(F)F. As a reaction SMILES: [C:1]([CH3:2])([CH3:3])([CH3:4])[O:5][C:6]([NH:7][c:8]1[c:9]([N+:19](=[O:20])[O-:21])[cH:10][c:11]([C:15]([F:16])([F:17])[F:18])[c:12]([Cl:14])[cH:13]1)=[O:22].[CH2:23]([CH:24]([CH3:25])[CH3:26])[NH2:27].[CH3:28][S:29]([CH3:30])=[O:31]>>[C:1]([CH3:2])([CH3:3])([CH3:4])[O:5][C:6]([NH:7][c:8]1[c:9]([N+:19](=[O:20])[O-:21])[cH:10][c:11]([C:15]([F:16])([F:17])[F:18])[c:12]([NH:27][CH2:23][CH:24]([CH3:25])[CH3:26])[cH:13]1)=[O:22]. The reactants are NC1=CC=C(C=C1)CC(=O)O (2-(4-Aminophenyl)acetic acid), BrC=1C=NC(=NC1)Cl (5-bromo-2-chloropyrimidine), CC=1C=CC(=CC1)S(=O)(=O)O (p-TSA), CS(=O)C (DMSO). Run in O1CCOCC1 (1,4-dioxane). Product: BrC=1C=NC(=NC1)NC1=CC=C(C=C1)CC(=O)O (2-(4-(5-Bromopyrimidin-2-ylamino)phenyl)acetic acid). Reaction SMILES: [NH2:1][C:2]1[CH:7]=[CH:6][C:5]([CH2:8][C:9]([OH:11])=[O:10])=[CH:4][CH:3]=1.[Br:12][C:13]1[CH:14]=[N:15][C:16](Cl)=[N:17][CH:18]=1.CC1C=CC(S(O)(=O)=O)=CC=1.CS(C)=O>O1CCOCC1>[Br:12][C:13]1[CH:14]=[N:15][C:16]([NH:1][C:2]2[CH:3]=[CH:4][C:5]([CH2:8][C:9]([OH:11])=[O:10])=[CH:6][CH:7]=2)=[N:17][CH:18]=1. Procedure: 2-(4-Aminophenyl)acetic acid (4.56 mmol), 5-bromo-2-chloropyrimidine 4 (3.26 mmol), and p-TSA (0.842 mmol) are heated at reflux in 1,4-dioxane (10 mL) and DMSO (2 mL) for 16 h. The mixture is poured onto water and extracted with EtOAc. Concentration of the organic phase gives 2-(4-(5-Bromopyrimidin-2-ylamino)phenyl)acetic acid 22 as a yellow solid. 1H NMR (400 MHz, d6-DMSO) δ 9.84 (s, 1H), 8.58 (s, 2H), 7.61 (d, J=8.4 Hz, 2H), 7.17 (d, J=8.4 Hz, 2H), 3.50 (s, 2H). MS (m/z) (M+1)+: 308.0, 310.0. Starting materials: Na, [Na] (Sodium), 22.5, COC1=CC=CC2=CC(=CC=C12)OC (1,6-dimethoxynaphthalene), O (Water). Solvent: C(C)O (ethanol), C(C)O (Ethanol). Conditions: temperature 70 celsius, time 30 minute. Product: COC1=C2CCC(CC2=CC=C1)=O (5-methoxy-2-tetralone). As a reaction SMILES: [Na].[CH3:2][O:3][C:4]1[C:13]2[C:8](=[CH:9][C:10]([O:14]C)=[CH:11][CH:12]=2)[CH:7]=[CH:6][CH:5]=1.O>C(O)C>[CH3:2][O:3][C:4]1[CH:5]=[CH:6][CH:7]=[C:8]2[C:13]=1[CH2:12][CH2:11][C:10](=[O:14])[CH2:9]2 |^1:0|. Reported procedure: 1,6-Dihydroxynaphthalene (44 g (0.247 mole)) was mixed with 245 mL of 2N NaOH and 55 mL of methyl sulfate. The mixture was stirred at room temperature. When the pH of the mixture was 6, 124 mL of 2N NaOH and 26.4 mL of methyl sulfate were added and stirred until 1,6-dihydroxynaphthalene was disappeared. Excess of methyl sulfate was destroyed by heating for 30 minutes at 100° C. The warm liquid was acidified and extracted with CH2Cl2. The CH2Cl2 layer was washed twice with 2N NaOH and evaporated.... The reactants are CS(=O)(=O)OCC1CCOC2=CC=CC=C12 (chroman-4-ylmethyl methanesulfonate), [C-]#N.[K+] (potassium cyanide), C(C)O (ethanol). Yields the product O1CCC(C2=CC=CC=C12)CCC#N (3-chroman-4-ylpropionitrile). Reaction SMILES: CS(O[CH2:6][CH:7]1[C:16]2[C:11](=[CH:12][CH:13]=[CH:14][CH:15]=2)[O:10][CH2:9][CH2:8]1)(=O)=O.[C-]#[N:18].[K+].[CH2:20](O)[CH3:21]>>[O:10]1[C:11]2[C:16](=[CH:15][CH:14]=[CH:13][CH:12]=2)[CH:7]([CH2:6][CH2:21][C:20]#[N:18])[CH2:8][CH2:9]1 |f:1.2|. Procedure: To a solution of chroman-4-ylmethyl methanesulfonate in ethanol (650 ml) was added potassium cyanide (9.23 g), and the mixture was stirred with heating under reflux for 15 hr. After cooling to room temperature, the mixture was concentrated under reduced pressure, water was added to the obtained residue, and the mixture was extracted with ethyl acetate. The extract was washed with water and saturated brine, dried over magnesium sulfate, and concentrated to give 3-chroman-4-ylpropionitrile. Starting materials: C12CN(CCC2O1)C(=O)OCC1=CC=CC=C1 (Benzyl 7-oxa-3-azabicyclo[4.1.0]heptane-3-carboxylate), CCO.O (EtOH H2O), [Si](C)(C)(C(C)(C)C)O[C@@H]1CN(CC[C@H]1O[Si](C)(C)C(C)(C)C)C(=O)OCC1=CC=CC=C1 (benzyl (3R,4R)-3,4-bis((tert-butyl(dimethyl)silyl)oxy)-1-piperidinecarboxylate), [Si](C)(C)(C(C)(C)C)O[C@H]1CN(CC[C@@H]1O[Si](C)(C)C(C)(C)C)C(=O)OCC1=CC=CC=C1 (benzyl (3S,4S)-3,4-bis((tert-butyl(dimethyl)silyl)oxy)-1-piperidinecarboxylate). The solvent is C(=O)([O-])[O-].[K+].[K+] (K2CO3). Yields the product O[C@@H]1CN(CC[C@H]1O)C(=O)OCC1=CC=CC=C1 (benzyl (3R,4R)-3,4-dihydroxy-1-piperidinecarboxylate), [Si](C)(C)(C(C)(C)C)O[C@H]1CN(CC[C@@H]1O[Si](C)(C)C(C)(C)C)C(=O)OCC1=CC=CC=C1 (benzyl (3S,4S)-3,4-bis((tert-butyl(dimethyl)silyl)oxy)-1-piperidinecarboxylate). As a reaction SMILES: [Si]([O:8][C@H:9]1[C@H:14]([O:15][Si](C(C)(C)C)(C)C)[CH2:13][CH2:12][N:11]([C:23]([O:25][CH2:26][C:27]2[CH:32]=[CH:31][CH:30]=[CH:29][CH:28]=2)=[O:24])[CH2:10]1)(C(C)(C)C)(C)C.[Si:33]([O:40][C@@H:41]1[C@@H:46]([O:47][Si:48]([C:51]([CH3:54])([CH3:53])[CH3:52])([CH3:50])[CH3:49])[CH2:45][CH2:44][N:43]([C:55]([O:57][CH2:58][C:59]2[CH:64]=[CH:63][CH:62]=[CH:61][CH:60]=2)=[O:56])[CH2:42]1)([C:36]([CH3:39])([CH3:38])[CH3:37])([CH3:35])[CH3:34].C12OC1CCN(C(OCC1C=CC=CC=1)=O)C2.CCO.O>C([O-])([O-])=O.[K+].[K+]>[OH:8][C@H:9]1[C@H:14]([OH:15])[CH2:13][CH2:12][N:11]([C:23]([O:25][CH2:26][C:27]2[CH:32]=[CH:31][CH:30]=[CH:29][CH:28]=2)=[O:24])[CH2:10]1.[Si:33]([O:40][C@@H:41]1[C@@H:46]([O:47][Si:48]([C:51]([CH3:54])([CH3:53])[CH3:52])([CH3:50])[CH3:49])[CH2:45][CH2:44][N:43]([C:55]([O:57][CH2:58][C:59]2[CH:60]=[CH:61][CH:62]=[CH:63][CH:64]=2)=[O:56])[CH2:42]1)([C:36]([CH3:37])([CH3:38])[CH3:39])([CH3:35])[CH3:34] |f:3.4,5.6.7|. Reported procedure: benzyl (3R,4R)-3,4-bis((tert-butyl(dimethyl)silyl)oxy)-1-piperidinecarboxylate and benzyl (3S,4S)-3,4-bis((tert-butyl(dimethyl)silyl)oxy)-1-piperidinecarboxylate (1/1). Benzyl 7-oxa-3-azabicyclo[4.1.0]heptane-3-carboxylate (5.00 g, 21.44 mmol, Bioorg. Med. Chem. Lett. 2007, 17, 1254) in 5% K2CO3 in 1/1 EtOH/H2O (214 mL) was heated at reflux for 3 h. After cooling to RT, the mixture was concentrated. EtOH (300 mL) was added to the liquid and removed in vacuo. The resulting solid was extracted wit...